This data is from the Open Reaction Database (ORD), a public repository of structured organic reaction records. The task is: describe an organic reaction: reactants, conditions, products, and yield Starting materials: C1=C(C=CC2=CC=CC=C12)CC1NCCC2=CC(=C(C=C12)OC)OC (1-(Naphthalen-2-yl-methyl)-6,7-dimethoxy-1,2,3,4-tetrahydroisoquinoline), BrCC(=O)Br (2-bromoacetyl bromide), N[C@@H]1[C@@H](CC2=CC=CC=C12)O ((1S,2R)-1-amino-2-indanol). Product: C1=C(C=CC2=CC=CC=C12)CC1N(CCC2=CC(=C(C=C12)OC)OC)CC(=O)N[C@@H]1[C@@H](CC2=CC=CC=C12)O (2-[1-(Naphthalen-2-yl-methyl)-6,7-dimethoxy-3,4-dihydro-1H-isoquinolin-2-yl]-N-[(1S,2R)-2-hydroxy-indan-1-yl]-acetamide). As a reaction SMILES: [CH:1]1[C:10]2[C:5](=[CH:6][CH:7]=[CH:8][CH:9]=2)[CH:4]=[CH:3][C:2]=1[CH2:11][CH:12]1[C:21]2[C:16](=[CH:17][C:18]([O:24][CH3:25])=[C:19]([O:22][CH3:23])[CH:20]=2)[CH2:15][CH2:14][NH:13]1.Br[CH2:27][C:28](Br)=[O:29].[NH2:31][C@H:32]1[C:40]2[C:35](=[CH:36][CH:37]=[CH:38][CH:39]=2)[CH2:34][C@H:33]1[OH:41]>>[CH:1]1[C:10]2[C:5](=[CH:6][CH:7]=[CH:8][CH:9]=2)[CH:4]=[CH:3][C:2]=1[CH2:11][CH:12]1[C:21]2[C:16](=[CH:17][C:18]([O:24][CH3:25])=[C:19]([O:22][CH3:23])[CH:20]=2)[CH2:15][CH2:14][N:13]1[CH2:27][C:28]([NH:31][C@H:32]1[C:40]2[C:35](=[CH:36][CH:37]=[CH:38][CH:39]=2)[CH2:34][C@H:33]1[OH:41])=[O:29]. Procedure: prepared by reaction of 1-(Naphthalen-2-yl-methyl)-6,7-dimethoxy-1,2,3,4-tetrahydroisoquinoline and 2-bromoacetyl bromide with (1S,2R)-1-amino-2-indanol The reactants are Stannous chloride dihydrate, IC=1N=C(N(C1)C1=CC(=C(C=C1)[N+](=O)[O-])C)C (4-Iodo-1-(3-methyl-4-nitrophenyl)-2-methylimidazole), [OH-].[Na+] (sodium hydroxide). Run in C(C)O (ethanol). Yields the product NC1=C(C=C(C=C1)N1C(=NC(=C1)I)C)C (1-(4-Amino-3-methylphenyl)-4-iodo-2-methylimidazole), crude oil. As a reaction SMILES: [I:1][C:2]1[N:3]=[C:4]([CH3:17])[N:5]([C:7]2[CH:12]=[CH:11][C:10]([N+:13]([O-])=O)=[C:9]([CH3:16])[CH:8]=2)[CH:6]=1.[OH-].[Na+]>C(O)C>[NH2:13][C:10]1[CH:11]=[CH:12][C:7]([N:5]2[CH:6]=[C:2]([I:1])[N:3]=[C:4]2[CH3:17])=[CH:8][C:9]=1[CH3:16] |f:1.2|. Procedure: Stannous chloride dihydrate (9.04 g) was added portionwise to a stirred suspension of 4-Iodo-1-(3-methyl-4-nitrophenyl)-2-methylimidazole (2.75 g) in absolute ethanol (50 cm3) under nitrogen. After heating under reflux for 1 hour, the cooled mixture was basified to pH8 with aqueous 2.5M sodium hydroxide, and extracted with chloroform (3×100 cm3). The combined and dried (MgSO4) organic extracts were evaporated in vacuo to give a residue which was chromatographed on silica (Merck "MK 60.9385" [Tra... The reactants are [OH-].[Na+] (sodium hydroxide), C(=O)(OC(C)(C)C)C(C(=O)OCC1=CC=CC=C1)(CCCC1(CCCCC1)CC(=O)OCC1=CC=CC=C1)N (Benzyl 2-Boc-amino-5-[(1-carbobenzoxymethyl)cyclohexyl]pentanoate), Cl (hydrochloric acid). The solvent is O1CCOCC1 (dioxane). Yields the product C(=O)(OC(C)(C)C)C(C(=O)O)(CCCC1(CCCCC1)CC(=O)OCC1=CC=CC=C1)N (2-Boc-amino-5-[(1-carbobenzoxymethyl)cyclohexyl]pentanoic acid). Isolated yield 97.5%. RXN SMILES: [C:1]([C:8]([NH2:39])([CH2:19][CH2:20][CH2:21][C:22]1([CH2:28][C:29]([O:31][CH2:32][C:33]2[CH:38]=[CH:37][CH:36]=[CH:35][CH:34]=2)=[O:30])[CH2:27][CH2:26][CH2:25][CH2:24][CH2:23]1)[C:9]([O:11]CC1C=CC=CC=1)=[O:10])([O:3][C:4]([CH3:7])([CH3:6])[CH3:5])=[O:2].[OH-].[Na+].Cl>O1CCOCC1>[C:1]([C:8]([NH2:39])([CH2:19][CH2:20][CH2:21][C:22]1([CH2:28][C:29]([O:31][CH2:32][C:33]2[CH:38]=[CH:37][CH:36]=[CH:35][CH:34]=2)=[O:30])[CH2:23][CH2:24][CH2:25][CH2:26][CH2:27]1)[C:9]([OH:11])=[O:10])([O:3][C:4]([CH3:7])([CH3:6])[CH3:5])=[O:2] |f:1.2|. Procedure: The Boc diester (I) (1.27 g, 2.36 mmol) was dissolved in dioxane (15 ml) and treated with 2.6 ml 1N sodium hydroxide solution at room temperature under argon for 4 hours. The reaction mixture was acidified (pH=2) with 3N hydrochloric acid and evaporated at reduced pressure. The residue was dissolved in ethyl acetate, washed with 3N hydrochloric acid, dried over MgS4 and evaporated at reduced pressure. The residue was purified by flash chromatography (silica gel, 5% methanol/chloroform) to give 1...